The task is: describe an organic reaction: reactants, conditions, products, and yield. This data is from the Open Reaction Database (ORD), a public repository of structured organic reaction records. Starting materials: CC(=O)N(Cc1ccccc1C=O)c1ccccc1Oc1ccccc1, C[Mg+], [Cl-], [Cl-], [NH4+], C1CCOC1, C1CCOC1. Yields the product CC(=O)N(Cc1ccccc1C(C)O)c1ccccc1Oc1ccccc1. RXN SMILES: [C:9]([CH3:10])(=[O:11])[N:12]([c:13]1[c:14]([O:19][c:20]2[cH:21][cH:22][cH:23][cH:24][cH:25]2)[cH:15][cH:16][cH:17][cH:18]1)[CH2:26][c:27]1[c:28]([CH:33]=[O:34])[cH:29][cH:30][cH:31][cH:32]1.[CH3:7][Mg+:8].[Cl-:35].[Cl-:6].[NH4+:36].[O:1]1[CH2:2][CH2:5][CH2:4][CH2:3]1.[O:37]1[CH2:38][CH2:39][CH2:40][CH2:41]1>>[CH3:2][CH:33]([c:28]1[c:27]([CH2:26][N:12]([C:9]([CH3:10])=[O:11])[c:13]2[c:14]([O:19][c:20]3[cH:21][cH:22][cH:23][cH:24][cH:25]3)[cH:15][cH:16][cH:17][cH:18]2)[cH:32][cH:31][cH:30][cH:29]1)[OH:34]. Starting materials: O=C([O-])[O-], CN(C)C=O, COc1ccc(Nc2nc(Cl)nc(NC3CCCCCC3)n2)cc1Cl, Oc1ccccc1F, [K+], [K+], O. The product is COc1ccc(Nc2nc(NC3CCCCCC3)nc(Oc3ccccc3F)n2)cc1Cl. RXN SMILES: [C:34](=[O:35])([O-:36])[O-:37].[CH3:40][N:41]([CH3:42])[CH:43]=[O:44].[Cl:1][c:2]1[n:3][c:4]([NH:18][CH:19]2[CH2:20][CH2:21][CH2:22][CH2:23][CH2:24][CH2:25]2)[n:5][c:6]([NH:8][c:9]2[cH:10][c:11]([Cl:17])[c:12]([O:15][CH3:16])[cH:13][cH:14]2)[n:7]1.[F:26][c:27]1[c:28]([OH:33])[cH:29][cH:30][cH:31][cH:32]1.[K+:38].[K+:39].[OH2:45]>>[c:2]1([O:33][c:28]2[c:27]([F:26])[cH:32][cH:31][cH:30][cH:29]2)[n:3][c:4]([NH:18][CH:19]2[CH2:20][CH2:21][CH2:22][CH2:23][CH2:24][CH2:25]2)[n:5][c:6]([NH:8][c:9]2[cH:10][c:11]([Cl:17])[c:12]([O:15][CH3:16])[cH:13][cH:14]2)[n:7]1. The reactants are C(C1=CC=CC=C1)OC1=C(C=CC(=C1)OCC1=CC=CC=C1)[C@@H]1CC(CC[C@H]1CC=C)=O (trans-3-(2,4-dibenzyloxyphenyl)-4-(2-propenyl)cyclohexanone), C(CO)O (ethylene glycol), C1(=CC=C(C=C1)S(=O)(=O)O)C (p-toluenesulfonic acid). Solvent: C1=CC=CC=C1 (benzene). Yields the product C(C)(C)OC(C)C.CCCCCC (diisopropyl ether hexane). RXN SMILES: C(OC1[CH:14]=[C:13]([O:15][CH2:16][C:17]2C=CC=CC=2)[CH:12]=CC=1[C@H]1[C@H](CC=C)CCC(=O)C1)[C:2]1[CH:7]=[CH:6][CH:5]=[CH:4][CH:3]=1.[CH2:33](O)CO.C1(C)C=CC(S(O)(=O)=O)=CC=1>C1C=CC=CC=1>[CH:16]([O:15][CH:13]([CH3:12])[CH3:14])([CH3:17])[CH3:33].[CH3:6][CH2:7][CH2:2][CH2:3][CH2:4][CH3:5] |f:4.5|. Reported procedure: A mixture of 5.0 g. (11.73 mmole) of trans-3-(2,4-dibenzyloxyphenyl)-4-(2-propenyl)cyclohexanone, 6.5 ml. (117 mmole) of ethylene glycol and 223 mg. (1.17 mmole) of p-toluenesulfonic acid in 50 ml. of benzene was heated at reflux for 1.5 hours. Water was removed via a soxhlet extractor filled with molecular sieves. The reaction was cooled and added to 500 ml. saturated sodium bicarbonate and 300 ml. ether. The ether phase was separated, dried over magnesium sulfate and evaporated. Trituration wi... Starting materials: C([O-])([O-])=O.[K+].[K+] (potassium carbonate), O (water), C(\C=C\CCCCCC)C1=NC2=CC=CC=C2C(=C1C)OC(C)=O (2-(trans-2-nonenyl)-3-methyl-4-acetoxyquinoline), O (water), Cl (hydrochloric acid). Solvent: CO (methanol). Reaction conditions: time 10 minute. The product is C(\C=C\CCCCCC)C1=NC2=CC=CC=C2C(C1C)=O (2-(trans-2-nonenyl)-3-methyl-4-quinolone). Yield: 89.4%. Reaction SMILES: C(=O)([O-])[O-].[K+].[K+].O.[CH2:8]([C:17]1[C:26]([CH3:27])=[C:25]([O:28]C(=O)C)[C:24]2[C:19](=[CH:20][CH:21]=[CH:22][CH:23]=2)[N:18]=1)/[CH:9]=[CH:10]/[CH2:11][CH2:12][CH2:13][CH2:14][CH2:15][CH3:16].Cl>CO>[CH2:8]([C:17]1[CH:26]([CH3:27])[C:25](=[O:28])[C:24]2[C:19](=[CH:20][CH:21]=[CH:22][CH:23]=2)[N:18]=1)/[CH:9]=[CH:10]/[CH2:11][CH2:12][CH2:13][CH2:14][CH2:15][CH3:16] |f:0.1.2|. Procedure: A solution of 300 mg (2.17 mmols) of potassium carbonate and 3 ml of water was added to a solution of 705 mg (2.17 mmols) of 2-(trans-2-nonenyl)-3-methyl-4-acetoxyquinoline, 10 ml of water and 50 ml of methanol and stirred at room temperature for 10 minutes. This solution was neutralized with 1N hydrochloric acid, after which the solvent was distilled off under reduced pressure, followed by addition of 50 ml of chloroform, washing with water and drying with sodium sulfate. The solvent was distil... The reactants are NC=1OCC2(C3=CC(=CC=C3OC(C23COC3)(C)C)NC(=O)C3=NC=C(C=C3)Cl)N1 (N-(2-amino-2′,2′-dimethyldispiro[1,3-oxazole-4,4′-chromene-3′,3″-oxetan]-6′-yl)-5-chloro pyridine-2-carboxamide), C(=O)=O (CO2). Product: hydrate, NC=1OC[C@]2(C3=CC(=CC=C3OC(C23COC3)(C)C)NC(=O)C3=NC=C(C=C3)Cl)N1 (N-[(4R)-2-amino-2′,2′-dimethyldispiro[1,3-oxazole-4,4′-chromene-3′,3″-oxetan]-6′-yl]-5-chloropyridine-2-carboxamide). Yield: 43.5%. RXN SMILES: [NH2:1][C:2]1[O:3][CH2:4][C:5]2([N:30]=1)[C:14]1([CH2:17][O:16][CH2:15]1)[C:13]([CH3:19])([CH3:18])[O:12][C:11]1[C:6]2=[CH:7][C:8]([NH:20][C:21]([C:23]2[CH:28]=[CH:27][C:26]([Cl:29])=[CH:25][N:24]=2)=[O:22])=[CH:9][CH:10]=1.C(=O)=O>>[NH2:1][C:2]1[O:3][CH2:4][C@:5]2([N:30]=1)[C:14]1([CH2:15][O:16][CH2:17]1)[C:13]([CH3:18])([CH3:19])[O:12][C:11]1[C:6]2=[CH:7][C:8]([NH:20][C:21]([C:23]2[CH:28]=[CH:27][C:26]([Cl:29])=[CH:25][N:24]=2)=[O:22])=[CH:9][CH:10]=1. Procedure details: N-(2-amino-2′,2′-dimethyldispiro[1,3-oxazole-4,4′-chromene-3′,3″-oxetan]-6′-yl)-5-chloro pyridine-2-carboxamide (352 mg, 0.821 mmol) was subjected to chromatography using supercritical CO2 (supercritical CO2/[EtOH with 0.1% diethylamine]=60:40) on Chiralcel OD-H column (10×250 mm) eluting at a flow rate 10 mL/minute (40° C. column temperature). After concentration of collected fractions of the first peak (retention time=5.23 minutes) at reduced pressure, recrystallization of the residue with EtO... Starting materials: Grignard reagent, C(C)(=O)OCC.CCCCCC (ethyl acetate hexane), O=C[C@H](C1=CC(=CC=C1)C#CC1=CC=CC=C1)NC(OC(C)(C)C)=O ((S)-tert-butyl 2-oxo-1-(3-(phenylethynyl)phenyl)ethylcarbamate), C1(=CC=CC=C1)[Mg]Br (phenylmagnesium bromide), C1(=CC=CC=C1)[Mg]Br (phenylmagnesium bromide). Reagents/catalysts: OP(=O)O.O[Mo](=O)(=O)O (phosphomolybdic acid). Solvent: O1CCCC1 (tetrahydrofuran). Conditions: time 1 hour. Product: O[C@H]([C@H](C1=CC(=CC=C1)C#CC1=CC=CC=C1)NC(OC(C)(C)C)=O)C1=CC=CC=C1 (tert-butyl (1S,2S)-2-hydroxy-2-phenyl-1-(3-(phenylethynyl)phenyl)ethylcarbamate). Yield: 53.0%. As a reaction SMILES: [O:1]=[CH:2][C@@H:3]([NH:18][C:19](=[O:25])[O:20][C:21]([CH3:24])([CH3:23])[CH3:22])[C:4]1[CH:9]=[CH:8][CH:7]=[C:6]([C:10]#[C:11][C:12]2[CH:17]=[CH:16][CH:15]=[CH:14][CH:13]=2)[CH:5]=1.[C:26]1([Mg]Br)[CH:31]=[CH:30][CH:29]=[CH:28][CH:27]=1.C(OCC)(=O)C.CCCCCC>O1CCCC1.OP(O)=O.O[Mo](O)(=O)=O>[OH:1][C@@H:2]([C:26]1[CH:31]=[CH:30][CH:29]=[CH:28][CH:27]=1)[C@@H:3]([NH:18][C:19](=[O:25])[O:20][C:21]([CH3:22])([CH3:24])[CH3:23])[C:4]1[CH:9]=[CH:8][CH:7]=[C:6]([C:10]#[C:11][C:12]2[CH:13]=[CH:14][CH:15]=[CH:16][CH:17]=2)[CH:5]=1 |f:2.3,5.6|. Reported procedure: To (S)-tert-butyl 2-oxo-1-(3-(phenylethynyl)phenyl)ethylcarbamate (95 mg, 0.283 mmol) in tetrahydrofuran (5 mL) at −78° C. was added phenylmagnesium bromide (0.198 mL, 0.595 mmol) dropwise. After half of the phenylmagnesium bromide was added the stir bar stopped spinning due to a gum which formed around it. The ice bath was removed allowing the reaction to warm until the stir bar began to stir again. The addition of Grignard reagent was continued and after 1 h, a fine precipitate was evident. TL... The reactants are CS(=O)(=NC#N)c1ccc(C(=O)Nc2ccc(Cl)cc2C(=O)Nc2ccc(Cl)cn2)cc1, O, O=S(=O)(O)O. The product is CS(=O)(=NC(N)=O)c1ccc(C(=O)Nc2ccc(Cl)cc2C(=O)Nc2ccc(Cl)cn2)cc1. As a reaction SMILES: [Cl:6][c:7]1[cH:8][cH:9][c:10]([NH:13][C:14](=[O:15])[c:16]2[c:17]([NH:23][C:24](=[O:25])[c:26]3[cH:27][cH:28][c:29]([S:32](=[O:33])(=[N:34][C:35]#[N:36])[CH3:37])[cH:30][cH:31]3)[cH:18][cH:19][c:20]([Cl:22])[cH:21]2)[n:11][cH:12]1.[OH2:38].[S:1]([OH:2])(=[O:3])(=[O:4])[OH:5]>>[O:2]=[C:35]([N:34]=[S:32]([c:29]1[cH:28][cH:27][c:26]([C:24]([NH:23][c:17]2[c:16]([C:14]([NH:13][c:10]3[cH:9][cH:8][c:7]([Cl:6])[cH:12][n:11]3)=[O:15])[cH:21][c:20]([Cl:22])[cH:19][cH:18]2)=[O:25])[cH:31][cH:30]1)(=[O:33])[CH3:37])[NH2:36]. Reactants: O (water), C(#N)C1=C(C=C(C=C1)NC(C(CSC1=CC=C(C=C1)F)(C)O)=O)C(F)(F)F (N-[4-cyano-3-trifluoromethyl-phenyl]-3-[4-fluorophenyl-thio]-2-hydroxy-2-methyl-propionamide), C([O-])([O-])=O.[K+].[K+] (potassium carbonate), O (water), OO (hydrogen peroxide). The solvent is C(C)#N (acetonitrile), CO (methanol). Conditions: temperature 5 celsius, time 8 hour. The product is C(#N)C1=C(C=C(C=C1)NC(C(CS(=O)(=O)C1=CC=C(C=C1)F)(C)O)=O)C(F)(F)F (N-[4-cyano-3-trifluoromethyl-phenyl]-3-[4-fluorophenyl-sulfonyl]-2-hydroxy-2-methyl-propionamide). As a reaction SMILES: [C:1]([C:3]1[CH:8]=[CH:7][C:6]([NH:9][C:10](=[O:23])[C:11]([OH:22])([CH3:21])[CH2:12][S:13][C:14]2[CH:19]=[CH:18][C:17]([F:20])=[CH:16][CH:15]=2)=[CH:5][C:4]=1[C:24]([F:27])([F:26])[F:25])#[N:2].C(=O)([O-])[O-:29].[K+].[K+].OO.[OH2:36]>C(#N)C.CO>[C:1]([C:3]1[CH:8]=[CH:7][C:6]([NH:9][C:10](=[O:23])[C:11]([OH:22])([CH3:21])[CH2:12][S:13]([C:14]2[CH:15]=[CH:16][C:17]([F:20])=[CH:18][CH:19]=2)(=[O:29])=[O:36])=[CH:5][C:4]=1[C:24]([F:27])([F:26])[F:25])#[N:2] |f:1.2.3|. Procedure: To a solution of 2 g (2.51 mmol) of N-[4-cyano-3-trifluoromethyl-phenyl]-3-[4-fluorophenyl-thio]-2-hydroxy-2-methyl-propionamide in 10 ml of acetonitrile, 20 ml of methanol and 0.6 ml of water 0.38 g (2.75 mmol) of potassium carbonate was added. The mixture was cooled to 5° C. and 10 ml of 30% aqueous hydrogen peroxide solution was added dropwise. The mixture was stirred at 25° C. overnight, then diluted with 100 ml of water and extracted twice with 100 ml of dichloromethane. The organic layer w... Starting materials: FC1=C(C=O)C=C(C=C1)C1=CC(=CC=C1)F (2-fluoro-5-(3-fluorophenyl)benzaldehyde), NC1=C(C#N)C(=CC=C1F)OC (2-amino-3-fluoro-6-methoxy-benzonitrile), [BH4-].[Na+] (NaBH4). The solvent is CO (methanol), C1(=CC=CC=C1)C (toluene). Reaction conditions: time 2 hour. The product is FC=1C(=C(C#N)C(=CC1)OC)NCC1=C(C=CC(=C1)C1=CC(=CC=C1)F)F (3-Fluoro-2-[[2-fluoro-5-(3-fluorophenyl)phenyl]methylamino]-6-methoxy-benzonitrile). Isolated yield 85.8%. As a reaction SMILES: [F:1][C:2]1[CH:9]=[CH:8][C:7]([C:10]2[CH:15]=[CH:14][CH:13]=[C:12]([F:16])[CH:11]=2)=[CH:6][C:3]=1[CH:4]=O.[NH2:17][C:18]1[C:25]([F:26])=[CH:24][CH:23]=[C:22]([O:27][CH3:28])[C:19]=1[C:20]#[N:21].[BH4-].[Na+]>C1(C)C=CC=CC=1.CO>[F:26][C:25]1[C:18]([NH:17][CH2:4][C:3]2[CH:6]=[C:7]([C:10]3[CH:15]=[CH:14][CH:13]=[C:12]([F:16])[CH:11]=3)[CH:8]=[CH:9][C:2]=2[F:1])=[C:19]([C:22]([O:27][CH3:28])=[CH:23][CH:24]=1)[C:20]#[N:21] |f:2.3|. Procedure: To a solution of 2-fluoro-5-(3-fluorophenyl)benzaldehyde (505 mg, 2.32 mmol, 1.2 eq) and 2-amino-3-fluoro-6-methoxy-benzonitrile (320 mg, 1.93 mmol, 1 eq) in toluene (30 mL) was added 4 Å molecular sieves (10 g). The mixture was heated at reflux for 4 h, then filtered to remove the molecular sieves. The filtrate was concentrated and the residue obtained was dissolved in methanol (30 mL). NaBH4 (109.6 mg, 2.9 mmol, 1.5 eq) was added and the reaction stirred for 2 h at room temperature. The reacti...